This data is from the Open Reaction Database (ORD), a public repository of structured organic reaction records. The task is: describe an organic reaction: reactants, conditions, products, and yield The reactants are C(=C)OC (methyl vinyl ether), C1(=CC=CC=C1)P(C1=CC=CC=C1)C1=CC=CC=C1 (triphenylphosphine), C1(\C=C/C(=O)O1)=O (maleic anhydride), C1(\C=C/C(=O)O1)=O (maleic anhydride). Conditions: temperature 50 celsius, time 4.5 hour. The product is COC=C.C1=CC(=O)OC1=O (maleic anhydride-methyl vinyl ether copolymer). As a reaction SMILES: [CH:1]([O:3][CH3:4])=[CH2:2].[C:5]1(=[O:11])[O:10][C:8](=[O:9])[CH:7]=[CH:6]1.C1(P(C2C=CC=CC=2)C2C=CC=CC=2)C=CC=CC=1>>[CH3:4][O:3][CH:1]=[CH2:2].[CH:6]1[C:5](=[O:11])[O:10][C:8](=[O:9])[CH:7]=1 |f:3.4|. Reported procedure: Then, 15 L methyl vinyl ether were added and slightly heated until all of the maleic anhydride was dissolved. The temperature was raised to about 50° C. and, once the reaction started, a temperature of 55° to 65° C. was maintained in the reaction vessel by suitable cooling. After 4 to 5 hours, the reaction was completed, as determined by the fact that no monomeric maleic anhydride could be detected by means of triphenylphosphine paper. The excess methyl vinyl ether was distilled off. The process... The reactants are C[Si](C)(C)c1c(Br)ccc(F)c1F, CN(C)C=O, CCCCCC, CCOC(C)=O, CC(C)NC(C)C, C1CCOC1, O. Yields the product C[Si](C)(C)c1c(Br)cc(C=O)c(F)c1F. As a reaction SMILES: [Br:8][c:9]1[cH:10][cH:11][c:12]([F:20])[c:13]([F:19])[c:14]1[Si:15]([CH3:16])([CH3:17])[CH3:18].[CH3:21][N:22]([CH:23]=[O:24])[CH3:25].[CH3:31][CH2:32][CH2:33][CH2:34][CH2:35][CH3:36].[CH3:38][CH2:39][O:40][C:41](=[O:42])[CH3:43].[CH:1]([NH:2][CH:3]([CH3:4])[CH3:5])([CH3:6])[CH3:7].[O:26]1[CH2:27][CH2:28][CH2:29][CH2:30]1.[OH2:37]>>[Br:8][c:9]1[cH:10][c:11]([CH:23]=[O:24])[c:12]([F:20])[c:13]([F:19])[c:14]1[Si:15]([CH3:16])([CH3:17])[CH3:18]. The reactants are COCC1=C(C=CC(=C1)C(=O)O)C1=C(C=CC=C1)C (2-(methoxymethyl)-2′-methyl biphenyl-4-carboxylic acid), NC(C=1C=CC(=C(C(=O)OC)C1)Cl)=NO (methyl 5-[amino(hydroxyl imino)methyl]-2-chlorobenzoate). Product: ClC1=C(C(=O)OC)C=C(C=C1)C1=NOC(=N1)C1=CC(=C(C=C1)C1=C(C=CC=C1)C)COC (methyl 2-chloro-5-{5-[2-(methoxymethyl)-2′-methylbiphenyl-4-yl]-1,2,4-oxadiazol-3-yl}benzoate). RXN SMILES: [CH3:1][O:2][CH2:3][C:4]1[CH:9]=[C:8]([C:10]([OH:12])=O)[CH:7]=[CH:6][C:5]=1[C:13]1[CH:18]=[CH:17][CH:16]=[CH:15][C:14]=1[CH3:19].[NH2:20][C:21](=[N:33]O)[C:22]1[CH:23]=[CH:24][C:25]([Cl:32])=[C:26]([CH:31]=1)[C:27]([O:29][CH3:30])=[O:28]>>[Cl:32][C:25]1[CH:24]=[CH:23][C:22]([C:21]2[N:20]=[C:10]([C:8]3[CH:7]=[CH:6][C:5]([C:13]4[CH:18]=[CH:17][CH:16]=[CH:15][C:14]=4[CH3:19])=[C:4]([CH2:3][O:2][CH3:1])[CH:9]=3)[O:12][N:33]=2)=[CH:31][C:26]=1[C:27]([O:29][CH3:30])=[O:28]. Procedure: The title compound was prepared following procedure described for example 4, step 1, but starting from Intermediate 28 (461.34 mg; 1.80 mmol) and Intermediate 54 (342.95 mg; 1.50 mmol). The reaction mixture was filtered through a SPE NH2 column (10 g) and rinsed with ACN. The filtrate was passed through a SPE SCX column (10 g) and rinsed with ACN. After evaporation of the solvents, the crude product was purified by flash chromatography (c-hex/(DCM/EtOAc 1:1) gradient from 1:0 to 1:1), affording ...